From a dataset of the Open Reaction Database (ORD), a public repository of structured organic reaction records. describe an organic reaction: reactants, conditions, products, and yield Reactants: CC(C)=CCCBr, CN(C)C=O, [K], O=C1NC(=O)c2ccccc21, O. Yields the product CC(C)=CCCN1C(=O)c2ccccc2C1=O. As a reaction SMILES: [Br:13][CH2:14][CH2:15][CH:16]=[C:17]([CH3:18])[CH3:19].[CH3:21][N:22]([CH3:23])[CH:24]=[O:25].[K:12].[O:1]=[C:2]1[NH:3][C:4](=[O:5])[c:6]2[cH:7][cH:8][cH:9][cH:10][c:11]21.[OH2:20]>>[O:1]=[C:2]1[N:3]([CH2:14][CH2:15][CH:16]=[C:17]([CH3:18])[CH3:19])[C:4](=[O:5])[c:6]2[cH:7][cH:8][cH:9][cH:10][c:11]21. Starting materials: C(C)(C)(C)[C@@H]1CC[C@H](CC1)OC=1C=C2CC[C@H](CC2=CC1)[C@]1(NC(OC1)=O)C ((R)-4-((R)-6-(trans-4-tert-butylcyclohexyloxy)-1,2,3,4-tetrahydronaphthalen-2-yl)-4-methyloxazolidin-2-one), [OH-].[Li+] (lithium hydroxide), C(C)O (ethanol), O (water). Yields the product N[C@](CO)(C)[C@H]1CC2=CC=C(C=C2CC1)O[C@@H]1CC[C@H](CC1)C(C)(C)C ((R)-2-amino-2-((R)-6-(trans-4-tert-butylcyclohexyloxy)-1,2,3,4-tetrahydronaphthalen-2-yl)propan-1-ol). Yield: 48.7%. RXN SMILES: [C:1]([C@H:5]1[CH2:10][CH2:9][C@H:8]([O:11][C:12]2[CH:13]=[C:14]3[C:19](=[CH:20][CH:21]=2)[CH2:18][C@H:17]([C@:22]2([CH3:28])[CH2:26][O:25]C(=O)[NH:23]2)[CH2:16][CH2:15]3)[CH2:7][CH2:6]1)([CH3:4])([CH3:3])[CH3:2].[OH-].[Li+].C(O)C.O>>[NH2:23][C@@:22]([C@@H:17]1[CH2:16][CH2:15][C:14]2[C:19](=[CH:20][CH:21]=[C:12]([O:11][C@H:8]3[CH2:7][CH2:6][C@H:5]([C:1]([CH3:4])([CH3:3])[CH3:2])[CH2:10][CH2:9]3)[CH:13]=2)[CH2:18]1)([CH3:28])[CH2:26][OH:25] |f:1.2|. Procedure details: The mixture of (R)-4-((R)-6-(trans-4-tert-butylcyclohexyloxy)-1,2,3,4-tetrahydronaphthalen-2-yl)-4-methyloxazolidin-2-one (46.6 mg, 0.000121 mol) (from isomer 3) and lithium hydroxide (31.8 mg, 0.00133 mol) in ethanol (0.77 mL, 0.013 mol) and water (0.26 mL, 0.014 mol) was heated to reflux for overnight. LCMS showed SM was consumed and peak Rf=1.65 left. The solvent was removed under vacuum and the residue was partitioned between water and dichloromethane. The aqueous was extensively extracted w... The reactants are C(C)(C)N(C(C)C)CC (N,N-diisopropylethylamine), C[Si](C)(C)N=C=O (trimethylsilyl isocyanate), C(C)(C)N(C(C)C)CC (N,N-diisopropylethylamine), C[Si](C)(C)N=C=O (trimethylsilyl isocyanate), C[Si](C)(C)N=C=O (trimethylsilyl isocyanate), N(=[N+]=[N-])CC=1C(=C2C(=NC1CC)N(N=C2)CC)NC2CCN(CC2)C(=O)OC(C)(C)C (1,1-dimethylethyl 4-{[5-(azidomethyl)-1,6-diethyl-1H-pyrazolo[3,4-b]pyridin-4-yl]amino}-1-piperidinecarboxylate), N(=[N+]=[N-])CC=1C(=C2C(=NC1CC)N(N=C2)CC)NC2CCN(CC2)C(=O)OC(C)(C)C (1,1-dimethylethyl 4-{[5-(azidomethyl)-1,6-diethyl-1H-pyrazolo[3,4-b]pyridin-4-yl]amino}-1-piperidinecarboxylate), Cl (HCl), C[Si](C)(C)N=C=O (trimethylsilyl isocyanate). Solvent: ClCCl (dichloromethane), O (Water), O1CCOCC1 (1,4-dioxane), O1CCOCC1 (1,4-dioxane). Conditions: time 8 hour. Product: N(=[N+]=[N-])CC=1C(=C2C(=NC1CC)N(N=C2)CC)NC2CCN(CC2)C(=O)N (4-{[5-(Azidomethyl)-1,6-diethyl-1H-pyrazolo[3,4-b]pyridin-4-yl]amino}-1-piperidinecarboxamide). Isolated yield 28.6%. As a reaction SMILES: [N:1]([CH2:4][C:5]1[C:6]([NH:18][CH:19]2[CH2:24][CH2:23][N:22]([C:25](OC(C)(C)C)=[O:26])[CH2:21][CH2:20]2)=[C:7]2[CH:15]=[N:14][N:13]([CH2:16][CH3:17])[C:8]2=[N:9][C:10]=1[CH2:11][CH3:12])=[N+:2]=[N-:3].Cl.C([N:36](CC)C(C)C)(C)C.C[Si](N=C=O)(C)C>O1CCOCC1.ClCCl.O>[N:1]([CH2:4][C:5]1[C:6]([NH:18][CH:19]2[CH2:20][CH2:21][N:22]([C:25]([NH2:36])=[O:26])[CH2:23][CH2:24]2)=[C:7]2[CH:15]=[N:14][N:13]([CH2:16][CH3:17])[C:8]2=[N:9][C:10]=1[CH2:11][CH3:12])=[N+:2]=[N-:3]. Reported procedure: A solution of 1,1-dimethylethyl 4-{[5-(azidomethyl)-1,6-diethyl-1H-pyrazolo[3,4-b]pyridin-4-yl]amino}-1-piperidinecarboxylate (8.9 g, 20.8 mmol, e.g. which can be as prepared in Intermediate 15) in 1,4-dioxane (50 ml) was treated with 4M HCl in 1,4-dioxane (125 ml). After 2 hours the solvent was evaporated and the residue was partitioned between dichloromethane and saturated aqueous sodium bicarbonate solution. The organic phase was collected and washed with saturated aqueous sodium bicarbonate ... The reactants are ClCC1=CC=C(C#N)C=C1 (4-(chloromethyl)benzonitrile), BrCC1=C(C(=O)OC)C=CC=C1 (methyl 2-(bromomethyl)benzoate), C(C1=CC=CC=C1)NC(=O)C1=C(N=C(S1)N1C(NCC1)=O)C (N-benzyl-4-methyl-2-(2-oxoimidazolidin-1-yl)thiazole-5-carboxamide). Product: C(C1=CC=CC=C1)NC(=O)C1=C(N=C(S1)N1C(N(CC1)CC1=C(C(=O)OC)C=CC=C1)=O)C (methyl 2-((3-(5-(benzylcarbamoyl)-4-methylthiazol-2-yl)-2-oxoimidazolidin-1-yl)methyl)benzoate). Isolated yield 52.0%. Reaction SMILES: ClCC1C=CC(C#N)=CC=1.Br[CH2:12][C:13]1[CH:22]=[CH:21][CH:20]=[CH:19][C:14]=1[C:15]([O:17][CH3:18])=[O:16].[CH2:23]([NH:30][C:31]([C:33]1[S:37][C:36]([N:38]2[CH2:42][CH2:41][NH:40][C:39]2=[O:43])=[N:35][C:34]=1[CH3:44])=[O:32])[C:24]1[CH:29]=[CH:28][CH:27]=[CH:26][CH:25]=1>>[CH2:23]([NH:30][C:31]([C:33]1[S:37][C:36]([N:38]2[CH2:42][CH2:41][N:40]([CH2:12][C:13]3[CH:22]=[CH:21][CH:20]=[CH:19][C:14]=3[C:15]([O:17][CH3:18])=[O:16])[C:39]2=[O:43])=[N:35][C:34]=1[CH3:44])=[O:32])[C:24]1[CH:29]=[CH:28][CH:27]=[CH:26][CH:25]=1. Procedure details: Following the procedure as described in Example 23, making variations as required to replace 4-(chloromethyl)benzonitrile with methyl 2-(bromomethyl)benzoate (prepared according to Dvornikovs, V., and Smithrud, D. B., J. Org. Chem., (2002), 67, 2160-2167) to react with N-benzyl-4-methyl-2-(2-oxoimidazolidin-1-yl)thiazole-5-carboxamide, the title compound was obtained as a colorless solid in 52% yield: mp 130-133° C. (dichloromethane/hexanes): NMR (300 MHz, CDCl3) δ 7.97-7.94 (m, 1H), 7.51-7.27 (... Reactants: CC(C)c1cc(Br)cc(C=O)c1O, O=C([O-])[O-], COS(=O)(=O)OC, CN(C)C=O, [K+], [K+], O. The product is COc1c(C=O)cc(Br)cc1C(C)C. As a reaction SMILES: [Br:1][c:2]1[cH:3][c:4]([CH:11]([CH3:12])[CH3:13])[c:5]([OH:10])[c:6]([CH:7]=[O:8])[cH:9]1.[C:14](=[O:15])([O-:16])[O-:17].[CH3:20][O:21][S:22](=[O:23])(=[O:24])[O:25][CH3:26].[CH3:28][N:29]([CH3:30])[CH:31]=[O:32].[K+:18].[K+:19].[OH2:27]>>[Br:1][c:2]1[cH:3][c:4]([CH:11]([CH3:12])[CH3:13])[c:5]([O:10][CH3:14])[c:6]([CH:7]=[O:8])[cH:9]1. Reactants: Cc1cc(S(=O)(=O)c2ccc(N)cc2)cc(Br)n1, CN, CCO, C1COCCO1. Product: CNc1cc(S(=O)(=O)c2ccc(N)cc2)cc(C)n1. As a reaction SMILES: [Br:1][c:2]1[n:3][c:4]([CH3:18])[cH:5][c:6]([S:8](=[O:9])(=[O:10])[c:11]2[cH:12][cH:13][c:14]([NH2:17])[cH:15][cH:16]2)[cH:7]1.[CH3:19][NH2:20].[CH3:21][CH2:22][OH:23].[O:24]1[CH2:25][CH2:26][O:27][CH2:28][CH2:29]1>>[c:2]1([NH:20][CH3:19])[n:3][c:4]([CH3:18])[cH:5][c:6]([S:8](=[O:9])(=[O:10])[c:11]2[cH:12][cH:13][c:14]([NH2:17])[cH:15][cH:16]2)[cH:7]1. Reactants: CC(Cl)c1cccnc1, O=C(O)c1ccc2nnc(C3CC3)n2c1. Reagents/catalysts: O=C([O-])[O-].[Cs+].[Cs+] (cesium carbonate), [I-].[K+] (potassium iodide). The solvent is CN(C)C=O (DMF), CN(C)C=O (dmf), CN(C)C=O (DMF). Run at temperature 70 celsius, time 16 hour. Product: CC(OC(=O)c1ccc2nnc(C3CC3)n2c1)c1cccnc1. The reactants are CN(C)C=O, CCCCCC, CCOCC, Nc1ccc(Oc2ccnc(NC(=O)N3CCN(CCN4CCC4)CC3)c2)c(F)c1, O=C=NC(=O)Cc1ccccc1. The product is O=C(Cc1ccccc1)NC(=O)Nc1ccc(Oc2ccnc(NC(=O)N3CCN(CCN4CCC4)CC3)c2)c(F)c1. RXN SMILES: [CH3:43][N:44]([CH3:45])[CH:46]=[O:47].[CH3:48][CH2:49][CH2:50][CH2:51][CH2:52][CH3:53].[CH3:54][CH2:55][O:56][CH2:57][CH3:58].[NH2:1][c:2]1[cH:3][c:4]([F:30])[c:5]([O:6][c:7]2[cH:8][c:9]([NH:13][C:14](=[O:15])[N:16]3[CH2:17][CH2:18][N:19]([CH2:22][CH2:23][N:24]4[CH2:25][CH2:26][CH2:27]4)[CH2:20][CH2:21]3)[n:10][cH:11][cH:12]2)[cH:28][cH:29]1.[c:31]1([CH2:37][C:38](=[O:39])[N:40]=[C:41]=[O:42])[cH:32][cH:33][cH:34][cH:35][cH:36]1>>[NH:1]([c:2]1[cH:3][c:4]([F:30])[c:5]([O:6][c:7]2[cH:8][c:9]([NH:13][C:14](=[O:15])[N:16]3[CH2:17][CH2:18][N:19]([CH2:22][CH2:23][N:24]4[CH2:25][CH2:26][CH2:27]4)[CH2:20][CH2:21]3)[n:10][cH:11][cH:12]2)[cH:28][cH:29]1)[C:41]([NH:40][C:38]([CH2:37][c:31]1[cH:32][cH:33][cH:34][cH:35][cH:36]1)=[O:39])=[O:42].